From a dataset of the Open Reaction Database (ORD), a public repository of structured organic reaction records. describe an organic reaction: reactants, conditions, products, and yield The reactants are diphenylphosphoric acid chloride, O[C@H](C)[C@@H]1[C@H]2N(C(C([C@@H]2C)=O)C(=O)OCC2=CC=C(C=C2)[N+](=O)[O-])C1=O (4-nitrobenzyl (1R,5S,6S)-6-[(1R)-1-hydroxyethyl]-1-methyl-2-oxo-1-carbapenam-3-carboxylate), FC(S(=O)(=O)O)(F)F.S[C@H]1C[C@H](N(C1)C(=O)OCC1=CC=C(C=C1)[N+](=O)[O-])C(=O)N1CCN(CC1)C(NC(=O)OCC1=CC=C(C=C1)[N+](=O)[O-])=N ((2S,4S)-4-mercapto-2-[4-(4-nitrobenzyloxycarbonylamidino)piperazin-1-ylcarbonyl]-1-(4-nitrobenzyloxycarbonyl)pyrrolidine trifluoromethanesulfonate). Run in C(C)(C)N(CC)C(C)C (diisopropylethylamine), C(C)#N (acetonitrile), C(C)#N (acetonitrile), C(C)(C)N(CC)C(C)C (diisopropylethylamine). Run at time 1 hour. Yields the product O[C@H](C)[C@@H]1[C@@H]2N(C(=C([C@@H]2C)S[C@H]2C[C@H](N(C2)C(=O)OCC2=CC=C(C=C2)[N+](=O)[O-])C(=O)N2CCN(CC2)C(NC(=O)OCC2=CC=C(C=C2)[N+](=O)[O-])=N)C(=O)OCC2=CC=C(C=C2)[N+](=O)[O-])C1=O (4-Nitrobenzyl (1R,5S,6S)-6-[(1R)-1-hydroxyethyl]-1-methyl-2-[(2S,4S)-2-[4-(4-nitrobenzyloxycarbonylamidino)piperazin-1-ylcarbonyl]-1-(4-nitrobenzyloxycarbonyl)pyrrolidin-4-ylthio]-1-carbapen-2-em-3-carboxylate). Yield: 60.6%. RXN SMILES: C1([ClH]P([ClH]C2C=CC=CC=2)(Cl)=O)C=CC=CC=1.[OH:18][C@@H:19]([C@H:21]1[C:42](=[O:43])[N:23]2[CH:24]([C:29]([O:31][CH2:32][C:33]3[CH:38]=[CH:37][C:36]([N+:39]([O-:41])=[O:40])=[CH:35][CH:34]=3)=[O:30])[C:25](=O)[C@H:26]([CH3:27])[C@@H:22]12)[CH3:20].FC(F)(F)S(O)(=O)=O.[SH:52][C@@H:53]1[CH2:57][N:56]([C:58]([O:60][CH2:61][C:62]2[CH:67]=[CH:66][C:65]([N+:68]([O-:70])=[O:69])=[CH:64][CH:63]=2)=[O:59])[C@H:55]([C:71]([N:73]2[CH2:78][CH2:77][N:76]([C:79](=[NH:94])[NH:80][C:81]([O:83][CH2:84][C:85]3[CH:90]=[CH:89][C:88]([N+:91]([O-:93])=[O:92])=[CH:87][CH:86]=3)=[O:82])[CH2:75][CH2:74]2)=[O:72])[CH2:54]1>C(#N)C.C(N(C(C)C)CC)(C)C>[OH:18][C@@H:19]([C@H:21]1[C:42](=[O:43])[N:23]2[C:24]([C:29]([O:31][CH2:32][C:33]3[CH:34]=[CH:35][C:36]([N+:39]([O-:41])=[O:40])=[CH:37][CH:38]=3)=[O:30])=[C:25]([S:52][C@@H:53]3[CH2:57][N:56]([C:58]([O:60][CH2:61][C:62]4[CH:67]=[CH:66][C:65]([N+:68]([O-:70])=[O:69])=[CH:64][CH:63]=4)=[O:59])[C@H:55]([C:71]([N:73]4[CH2:78][CH2:77][N:76]([C:79](=[NH:94])[NH:80][C:81]([O:83][CH2:84][C:85]5[CH:86]=[CH:87][C:88]([N+:91]([O-:93])=[O:92])=[CH:89][CH:90]=5)=[O:82])[CH2:75][CH2:74]4)=[O:72])[CH2:54]3)[C@H:26]([CH3:27])[C@H:22]12)[CH3:20] |f:2.3|. Reported procedure: 290 μl of diphenylphosphoric acid chloride and 44 μl of diisopropylethylamine were added dropwise, whilst ice-cooling, to a solution of 471 mg of 4-nitrobenzyl (1R,5S,6S)-6-[(1R)-1-hydroxyethyl]-1-methyl-2-oxo-1-carbapenam-3-carboxylate in 5 ml of dry acetonitrile, and the resulting mixture was stirred at the same temperature for 1 hour. At the end of this time, a solution of 910 mg of (2S,4S)-4-mercapto-2-[4-(4-nitrobenzyloxycarbonylamidino)piperazin-1-ylcarbonyl]-1-(4-nitrobenzyloxycarbonyl)py... The reactants are C(C)C1=C(N)C=CC=C1 (2-ethylaniline), C(=S)=S (carbon disulfide), C(C)C1=C(C=CC=C1)N=C=S (2-ethylphenylisothiocyanate). The solvent is C(C)O (ethanol). The product is C(C)C1=C(N)C=CC=C1.C(C)C1=C(C=CC=C1)N=C=S (EA EPI). Reaction SMILES: [CH2:1]([C:3]1[CH:9]=[CH:8][CH:7]=[CH:6][C:4]=1[NH2:5])[CH3:2].C(=S)=S.[CH2:13]([C:15]1[CH:20]=[CH:19][CH:18]=[CH:17][C:16]=1[N:21]=[C:22]=[S:23])[CH3:14]>C(O)C>[CH2:1]([C:3]1[CH:9]=[CH:8][CH:7]=[CH:6][C:4]=1[NH2:5])[CH3:2].[CH2:13]([C:15]1[CH:20]=[CH:19][CH:18]=[CH:17][C:16]=1[N:21]=[C:22]=[S:23])[CH3:14] |f:4.5|. Reported procedure: A mixture of one molar proportion of 2-ethylaniline (EA) and 11.8 molar proportions of carbon disulfide in 4.3 molar proportions of ethanol was refluxed for about 16 hours, after which GC analysis showed that only a trace of the desired 2-ethylphenylisothiocyanate (EPI) had been formed to provide an EA/EPI area % ratio of 25/1. Starting materials: ICC1CCOCC1 (4-iodomethyl-tetrahydro-pyran), COC(CC1=CC(=C(C=C1)SC)Cl)=O ((3-chloro-4-methylsulfanyl-phenyl)-acetic acid methyl ester), solution, C(CCC)[Li] (n-butyllithium), hexanes, C(C)(C)NC(C)C (diisopropylamine). Solvent: CN1C(N(CCC1)C)=O (1,3-dimethyl-3,4,5,6-tetrahydro-2(1H)-pyrimidinone), O1CCCC1 (tetrahydrofuran), CN1C(N(CCC1)C)=O (1,3-dimethyl-3,4,5,6-tetrahydro-2(1H)-pyrimidinone), O1CCCC1 (tetrahydrofuran). Run at temperature -78 celsius, time 15 minute. Product: hexanes ethyl acetate, COC(C(CC1CCOCC1)C1=CC(=C(C=C1)SC)Cl)=O (2-(3-chloro-4-methylsulfanyl-phenyl)-3-(tetrahydro-pyran-4-yl)-propionic acid methyl ester). The yield is 60.4%. As a reaction SMILES: C(NC(C)C)(C)C.C([Li])CCC.[CH3:13][O:14][C:15](=[O:26])[CH2:16][C:17]1[CH:22]=[CH:21][C:20]([S:23][CH3:24])=[C:19]([Cl:25])[CH:18]=1.I[CH2:28][CH:29]1[CH2:34][CH2:33][O:32][CH2:31][CH2:30]1>O1CCCC1.CN1CCCN(C)C1=O>[CH3:13][O:14][C:15](=[O:26])[CH:16]([C:17]1[CH:22]=[CH:21][C:20]([S:23][CH3:24])=[C:19]([Cl:25])[CH:18]=1)[CH2:28][CH:29]1[CH2:34][CH2:33][O:32][CH2:31][CH2:30]1. Procedure details: A solution of diisopropylamine (0.33 mL, 2.38 mmol) in tetrahydrofuran (6 mL) cooled to −78° C. under an argon atmosphere was treated with a 2.5M solution of n-butyllithium in hexanes (0.95 mL, 2.38 mmol). The reaction mixture was stirred at −78° C. for 15 min, after which time, a solution of (3-chloro-4-methylsulfanyl-phenyl)-acetic acid methyl ester (prepared as in Example 4, 500 mg, 2.17 mmol) in tetrahydrofuran (1 mL) and 1,3-dimethyl-3,4,5,6-tetrahydro-2(1H)-pyrimidinone (0.5 mL) was slowly... The reactants are CO, Cc1cc2nc(NC(=O)c3ccc(C(C)(C)O)cc3)cc(Cl)n2n1, COc1cc(B(O)O)ccc1Cl, [Na+], O=C([O-])O. Product: COc1cc(-c2cc(NC(=O)c3ccc(C(C)(C)O)cc3)nc3cc(C)nn23)ccc1Cl. Reaction SMILES: [CH3:42][OH:43].[Cl:1][c:2]1[cH:3][c:4]([NH:12][C:13]([c:14]2[cH:15][cH:16][c:17]([C:20]([CH3:21])([CH3:22])[OH:23])[cH:18][cH:19]2)=[O:24])[n:5][c:6]2[n:7]1[n:8][c:9]([CH3:11])[cH:10]2.[Cl:25][c:26]1[c:27]([O:35][CH3:36])[cH:28][c:29]([B:32]([OH:33])[OH:34])[cH:30][cH:31]1.[Na+:41].[O-:37][C:38]([OH:39])=[O:40]>>[c:2]1(-[c:29]2[cH:28][c:27]([O:35][CH3:36])[c:26]([Cl:25])[cH:31][cH:30]2)[cH:3][c:4]([NH:12][C:13]([c:14]2[cH:15][cH:16][c:17]([C:20]([CH3:21])([CH3:22])[OH:23])[cH:18][cH:19]2)=[O:24])[n:5][c:6]2[n:7]1[n:8][c:9]([CH3:11])[cH:10]2. Reactants: CO (methanol), C1(CCCCC1)CN1C=C(C2=CC=CC(=C12)OC)C=1SC(=C(N1)C)C(=O)OCC (1-cyclohexylmethyl-3-(5-ethoxycarbonyl-4-methylthiazol-2-yl)-7-methoxy-1H-indole), [H-].[Al+3].[Li+].[H-].[H-].[H-] (lithium aluminium hydride). The solvent is ClCCl (dichloromethane), C1CCOC1 (THF). Conditions: temperature 0 celsius, time 1 hour. Product: C1(CCCCC1)CN1C=C(C2=CC=CC(=C12)OC)C=1SC(=C(N1)C)CO (1-cyclohexylmethyl-3-(5-hydroxymethyl-4-methylthiazol-2-yl)-7-methoxy-1H-indole). Yield: 87.3%. As a reaction SMILES: [CH:1]1([CH2:7][N:8]2[C:16]3[C:11](=[CH:12][CH:13]=[CH:14][C:15]=3[O:17][CH3:18])[C:10]([C:19]3[S:20][C:21]([C:25](OCC)=[O:26])=[C:22]([CH3:24])[N:23]=3)=[CH:9]2)[CH2:6][CH2:5][CH2:4][CH2:3][CH2:2]1.[H-].[Al+3].[Li+].[H-].[H-].[H-].CO>C1COCC1.ClCCl>[CH:1]1([CH2:7][N:8]2[C:16]3[C:11](=[CH:12][CH:13]=[CH:14][C:15]=3[O:17][CH3:18])[C:10]([C:19]3[S:20][C:21]([CH2:25][OH:26])=[C:22]([CH3:24])[N:23]=3)=[CH:9]2)[CH2:6][CH2:5][CH2:4][CH2:3][CH2:2]1 |f:1.2.3.4.5.6|. Procedure: To a solution of 1-cyclohexylmethyl-3-(5-ethoxycarbonyl-4-methylthiazol-2-yl)-7-methoxy-1H-indole (680 mg, 1.65 mmol) in THF (20 ml) was added lithium aluminium hydride (125 mg, 3.30 mmol) at 0° C. The mixture was stirred at 0° C. for 1 h, then quenched with ice water and extracted with dichloromethane. The combined organic layers were washed with brine, dried over sodium sulfate and concentrated. The residue was purified by flash chromatography eluting with 25-50% (v/v) ethyl acetate in heptane... Reactants: C[C@@H]1CN(C[C@@H](N1)C)C=1C=CC(=C(N)C1)OC (5-(cis-3,5-Dimethyl-1-piperazinyl)-2-(methyloxy)aniline), Cl.ClC1=CC=C(C=N1)S(=O)(=O)Cl (6-chloro-3-pyridinesulfonyl chloride hydrochloride). Solvent: ClCCl (dichloromethane), N1=CC=CC=C1 (pyridine), ClCCl (dichloromethane). Conditions: time 15 minute. Yields the product ClC1=CC=C(C=N1)S(=O)(=O)NC1=C(C=CC(=C1)N1C[C@H](N[C@H](C1)C)C)OC (6-Chloro-N-[5-(cis-3,5-dimethyl-1-piperazinyl)-2-(methyloxy)phenyl]-3-pyridinesulfonamide). RXN SMILES: [CH3:1][C@H:2]1[NH:7][C@@H:6]([CH3:8])[CH2:5][N:4]([C:9]2[CH:10]=[CH:11][C:12]([O:16][CH3:17])=[C:13]([CH:15]=2)[NH2:14])[CH2:3]1.Cl.[Cl:19][C:20]1[N:25]=[CH:24][C:23]([S:26](Cl)(=[O:28])=[O:27])=[CH:22][CH:21]=1>ClCCl.N1C=CC=CC=1>[Cl:19][C:20]1[N:25]=[CH:24][C:23]([S:26]([NH:14][C:13]2[CH:15]=[C:9]([N:4]3[CH2:3][C@H:2]([CH3:1])[NH:7][C@H:6]([CH3:8])[CH2:5]3)[CH:10]=[CH:11][C:12]=2[O:16][CH3:17])(=[O:28])=[O:27])=[CH:22][CH:21]=1 |f:1.2|. Procedure details: A solution of 5-(cis-3,5-dimethyl-1-piperazinyl)-2-(methyloxy)aniline (D4) (587 mg, 2.5 mmol) in dichloromethane (4 ml) and pyridine (4 ml) was treated with a suspension of 6-chloro-3-pyridinesulfonyl chloride hydrochloride (D32) (700 mg, 3 mmol) in dichloromethane (4 ml). After stirring at room temperature for 15 minutes the mixture was evaporated and the residue co-evaporated with toluene (×2). The residue was then partitioned between dichloromethane and saturated aqueous sodium bicarbonate so...